Dataset: the Open Reaction Database (ORD), a public repository of structured organic reaction records. Task: describe an organic reaction: reactants, conditions, products, and yield Reactants: ClC=1C=C(C=C(C1C#N)F)C1=NN(C=C1)C[C@H](C)NC(=O)C=1N=C(N(C1)COCC[Si](C)(C)C)C(=O)OCC ((S)-ethyl 4-((1-(3-(3-chloro-4-cyano-5-fluorophenyl)-1H-pyrazol-1-yl)propan-2-yl)carbamoyl)-1-((2-(trimethylsilyl)ethoxy)methyl)-1H-imidazole-2-carboxylate), [OH-].[Na+] (sodium hydroxide). Product: ClC=1C=C(C=C(C1C#N)F)C1=NN(C=C1)C[C@H](C)NC(=O)C=1N=C(N(C1)COCC[Si](C)(C)C)C(=O)O ((S)-4-((1-(3-(3-Chloro-4-cyano-5-fluorophenyl)-1H-pyrazol-1-yl)propan-2-yl)carbamoyl)-1-((2-(trimethylsilyl)ethoxy)methyl)-1H-imidazole-2-carboxylic acid). As a reaction SMILES: [Cl:1][C:2]1[CH:3]=[C:4]([C:11]2[CH:15]=[CH:14][N:13]([CH2:16][C@@H:17]([NH:19][C:20]([C:22]3[N:23]=[C:24]([C:35]([O:37]CC)=[O:36])[N:25]([CH2:27][O:28][CH2:29][CH2:30][Si:31]([CH3:34])([CH3:33])[CH3:32])[CH:26]=3)=[O:21])[CH3:18])[N:12]=2)[CH:5]=[C:6]([F:10])[C:7]=1[C:8]#[N:9].[OH-].[Na+]>>[Cl:1][C:2]1[CH:3]=[C:4]([C:11]2[CH:15]=[CH:14][N:13]([CH2:16][C@@H:17]([NH:19][C:20]([C:22]3[N:23]=[C:24]([C:35]([OH:37])=[O:36])[N:25]([CH2:27][O:28][CH2:29][CH2:30][Si:31]([CH3:32])([CH3:33])[CH3:34])[CH:26]=3)=[O:21])[CH3:18])[N:12]=2)[CH:5]=[C:6]([F:10])[C:7]=1[C:8]#[N:9] |f:1.2|. Reported procedure: The title compound was prepared using the procedure described in Example 32(d) starting from (S)-ethyl 4-((1-(3-(3-chloro-4-cyano-5-fluorophenyl)-1H-pyrazol-1-yl)propan-2-yl)carbamoyl)-1-((2-(trimethylsilyl)ethoxy)methyl)-1H-imidazole-2-carboxylate (5.22 mmol, 3 g) and sodium hydroxide (7.83 mmol, 313 mg). Yield 1.49 g. LC-MS: [M+1]=547.28. Starting materials: COC(C(=O)OC)=O (oxalic acid dimethyl ester), C[O-].[Na+] (sodium methylate), CC(=O)C(C)(C)C (pinacolin). The solvent is C1(=CC=CC=C1)C (toluene). Reaction conditions: temperature 5 celsius. Product: COC(C(=O)CC(C(C)(C)C)=O)=O (pivaloylpyruvic acid methyl ester). As a reaction SMILES: CO[C:3](=[O:8])[C:4]([O:6][CH3:7])=[O:5].C[O-].[Na+].[CH3:12][C:13]([C:15]([CH3:18])([CH3:17])[CH3:16])=[O:14]>C1(C)C=CC=CC=1>[CH3:7][O:6][C:4](=[O:5])[C:3]([CH2:12][C:13](=[O:14])[C:15]([CH3:18])([CH3:17])[CH3:16])=[O:8] |f:1.2|. Procedure: 118 g of oxalic acid dimethyl ester, warmed to 60° C., are added dropwise to a suspension of 59.4 g (1.1 mols) of sodium methylate in 200 g of toluene, cooled to 5° C., in the course of 1 hour, whilst stirring. 100 g (1 mol) of technical grade pinacolin are allowed to run rapidly into the mixture. The mixture is subsequently stirred for 15 minutes and 90 g of a methanol/toluene mixture are then distilled off, at boiling point760 : 67° to 100° C., over a packed column in the course of 3 hours. Th... The reactants are ClC1=C(C=C(C=N1)C=1C(=NC=C(C1)C)F)C(=O)OC (Methyl 6-chloro-2′-fluoro-5′-methyl-3,3′-bipyridine-5-carboxylate), C(CCC)[Sn](C1=NC=CC=C1)(CCCC)CCCC (2-tri-n-butylstannylpyridine), [F-].[Cs+] (cesium fluoride). The reagents and catalysts are [Cu]I (copper (I) iodide), [Pd].C1(=CC=CC=C1)P(C1=CC=CC=C1)C1=CC=CC=C1.C1(=CC=CC=C1)P(C1=CC=CC=C1)C1=CC=CC=C1.C1(=CC=CC=C1)P(C1=CC=CC=C1)C1=CC=CC=C1.C1(=CC=CC=C1)P(C1=CC=CC=C1)C1=CC=CC=C1 (tetrakis(triphenylphosphine)-palladium(0)). Solvent: C(C)(=O)OCC (ethyl acetate), CN(C=O)C (dimethylformamide). Conditions: temperature 135 celsius. Yields the product FC1=NC=C(C=C1C=1C=C(C(=NC1)C1=NC=CC=C1)C(=O)OC)C (Methyl 2″-fluoro-5″-methyl-2,2′:5′,3″-terpyridine-3′-carboxylate). Reaction SMILES: Cl[C:2]1[N:7]=[CH:6][C:5]([C:8]2[C:9]([F:15])=[N:10][CH:11]=[C:12]([CH3:14])[CH:13]=2)=[CH:4][C:3]=1[C:16]([O:18][CH3:19])=[O:17].C([Sn](CCCC)(CCCC)[C:25]1[CH:30]=[CH:29][CH:28]=[CH:27][N:26]=1)CCC.[F-].[Cs+]>CN(C)C=O.C(OCC)(=O)C.[Cu]I.[Pd].C1(P(C2C=CC=CC=2)C2C=CC=CC=2)C=CC=CC=1.C1(P(C2C=CC=CC=2)C2C=CC=CC=2)C=CC=CC=1.C1(P(C2C=CC=CC=2)C2C=CC=CC=2)C=CC=CC=1.C1(P(C2C=CC=CC=2)C2C=CC=CC=2)C=CC=CC=1>[F:15][C:9]1[C:8]([C:5]2[CH:4]=[C:3]([C:16]([O:18][CH3:19])=[O:17])[C:2]([C:25]3[CH:30]=[CH:29][CH:28]=[CH:27][N:26]=3)=[N:7][CH:6]=2)=[CH:13][C:12]([CH3:14])=[CH:11][N:10]=1 |f:2.3,7.8.9.10.11|. Reported procedure: To a solution of methyl 6-chloro-2′-fluoro-5′-methyl-3,3′-bipyridine-5-carboxylate (11-2, 0.098 g, 0.35 mmol, 1.0 equiv) in dimethylformamide (2.3 mL) was added 2-tri-n-butylstannylpyridine (0.26 g, 0.70 mmol, 2.0 equiv), cesium fluoride (0.16 g, 1.05 mmol, 3.0 equiv), copper (I) iodide (0.013 g, 0.070 mmol, 0.2 equiv), and tetrakis(triphenylphosphine)-palladium(0) (0.040 g, 0.035 mmol, 0.1 equiv) and the system was heated to 135° C. for 10 minutes in a microwave reactor. The reaction mixture wa... Reactants: ICCN1C(=C(C=C1)C(=O)OC)CC(=O)OC (methyl N-(2-iodoethyl)-3-carbomethoxypyrrole-2-acetate), [H-].[Na+] (sodium hydride). Run in CN(C=O)C (dimethylformamide). Product: C1(C=2N(CC1)C=CC2C(=O)OC)C(=O)OC (dimethyl 1,2-dihydro-3H-pyrrolo-[1,2-a]pyrrole-1,7-dicarboxylate). The yield is 78.7%. RXN SMILES: I[CH2:2][CH2:3][N:4]1[CH:8]=[CH:7][C:6]([C:9]([O:11][CH3:12])=[O:10])=[C:5]1[CH2:13][C:14]([O:16][CH3:17])=[O:15].[H-].[Na+]>CN(C)C=O>[CH:13]1([C:14]([O:16][CH3:17])=[O:15])[CH2:2][CH2:3][N:4]2[CH:8]=[CH:7][C:6]([C:9]([O:11][CH3:12])=[O:10])=[C:5]12 |f:1.2|. Procedure details: A solution of 1 g of methyl N-(2-iodoethyl)-3-carbomethoxypyrrole-2-acetate in 5 ml of dry dimethylformamide is stirred, under an atmosphere of argon, with 137 mg of 50% sodium hydride in mineral oil. The reaction mixture is maintained for 20 minutes at room temperature and then quenched with 100 ml of water. The product is extracted with ethyl acetate (3×50 ml), the combined extracts are washed with water, dried over magnesium sulfate and evaporated to dryness. Chromatography of the residue on ... Starting materials: ClC1=CC(=NC=2N1N=C(C2S(=O)(=O)C2=CC=C(C=C2)I)SC)C (7-chloro-3-(4-iodo-benzenesulphonyl)-5-methyl-2-methylsulphanyl-pyrazolo[1,5-a]pyrimidine), N (NH3). Run in CO (MeOH). Yields the product IC1=CC=C(C=C1)S(=O)(=O)C=1C(=NN2C1N=C(C=C2N)C)SC (3-(4-iodo-benzenesulphonyl)-5-methyl-2-methylsulphanyl-pyrazolo[1,5-a]pyrimidine-7-ylamine). Reaction SMILES: Cl[C:2]1[N:7]2[N:8]=[C:9]([S:21][CH3:22])[C:10]([S:11]([C:14]3[CH:19]=[CH:18][C:17]([I:20])=[CH:16][CH:15]=3)(=[O:13])=[O:12])=[C:6]2[N:5]=[C:4]([CH3:23])[CH:3]=1.[NH3:24]>CO>[I:20][C:17]1[CH:18]=[CH:19][C:14]([S:11]([C:10]2[C:9]([S:21][CH3:22])=[N:8][N:7]3[C:2]([NH2:24])=[CH:3][C:4]([CH3:23])=[N:5][C:6]=23)(=[O:13])=[O:12])=[CH:15][CH:16]=1. Reported procedure: In an analogous manner to that described in Example 4), from 7-chloro-3-(4-iodo-benzenesulphonyl)-5-methyl-2-methylsulphanyl-pyrazolo[1,5-a]pyrimidine and NH3 in MeOH there was obtained 3-(4-iodo-benzenesulphonyl)-5-methyl-2-methylsulphanyl-pyrazolo[1,5-a]pyrimidine-7-ylamine as colorless crystals, m.p.>230°. Starting materials: BrC=1C=CC(=NC1)I (5-bromo-2-iodopyridine), C(#C)C1=C(C=C(CN2CC(C2)C(=O)OC)C=C1)F (methyl 1-(4-ethynyl-3-fluorobenzyl)azetidine-3-carboxylate). Reagents/catalysts: [Cu]I (copper(I) iodide), Cl[Pd]([P](C1=CC=CC=C1)(C2=CC=CC=C2)C3=CC=CC=C3)([P](C4=CC=CC=C4)(C5=CC=CC=C5)C6=CC=CC=C6)Cl (PdCl2(PPh3)2). Run in CCOC(=O)C (EtOAc), C(C)N(CC)CC (triethylamine). Reaction conditions: temperature 0 celsius, time 40 minute. Product: BrC=1C=CC(=NC1)C#CC1=C(C=C(CN2CC(C2)C(=O)OC)C=C1)F (methyl 1-(4-(2-(5-bromopyridin-2-yl)ethynyl)-3-fluorobenzyl)azetidine-3-carboxylate). Reaction SMILES: [Br:1][C:2]1[CH:3]=[CH:4][C:5](I)=[N:6][CH:7]=1.[C:9]([C:11]1[CH:25]=[CH:24][C:14]([CH2:15][N:16]2[CH2:19][CH:18]([C:20]([O:22][CH3:23])=[O:21])[CH2:17]2)=[CH:13][C:12]=1[F:26])#[CH:10]>C(N(CC)CC)C.CCOC(C)=O.[Cu]I.Cl[Pd](Cl)([P](C1C=CC=CC=1)(C1C=CC=CC=1)C1C=CC=CC=1)[P](C1C=CC=CC=1)(C1C=CC=CC=1)C1C=CC=CC=1>[Br:1][C:2]1[CH:3]=[CH:4][C:5]([C:10]#[C:9][C:11]2[CH:25]=[CH:24][C:14]([CH2:15][N:16]3[CH2:19][CH:18]([C:20]([O:22][CH3:23])=[O:21])[CH2:17]3)=[CH:13][C:12]=2[F:26])=[N:6][CH:7]=1 |^1:44,63|. Reported procedure: A solution of 5-bromo-2-iodopyridine (800 mg, 2818 μmol), methyl 1-(4-ethynyl-3-fluorobenzyl)azetidine-3-carboxylate (704 mg, 2846 μmol), and copper(I) iodide (21.5 mg, 113 μmol) in triethylamine (9.4 mL) was sparged with argon (30 sec), and PdCl2(PPh3)2 (79.1 mg, 113 μmol) was then added in one portion at 25° C. The reaction mixture was cooled to 0° C. and stirred for 40 min, and then allowed to stir at 25° C. for 1.5 h. The mixture was subsequently diluted with EtOAc (120 mL) and sequentially ... The product is CC(=O)Nc1ccc(CC(C)C)cc1. The reactants are CC(C)Cc1ccc(N)cc1, CC(=O)OC(C)=O, CC(=O)O, O. RXN SMILES: [CH2:1]([CH:2]([CH3:3])[CH3:4])[c:5]1[cH:6][cH:7][c:8]([NH2:9])[cH:10][cH:11]1.[CH3:12][C:13](=[O:14])[O:15][C:16](=[O:17])[CH3:18].[CH3:20][C:21](=[O:22])[OH:23].[OH2:19]>>[CH2:1]([CH:2]([CH3:3])[CH3:4])[c:5]1[cH:6][cH:7][c:8]([NH:9][C:13]([CH3:12])=[O:14])[cH:10][cH:11]1. The reactants are ClC1=NC=CC=C1N1C(=NC2=CC=C(C=C2C1=O)F)C (3-(2chloro-pyridin-3-yl)-6-fluoro-2-methyl-3,4-dihydro-quinazolin-4-one), COC(N(C)C)OC (dimethylformamide dimethyl acetal). The solvent is CN(C=O)C (dimethylformamide). The product is ClC1=NC=CC=C1N1C(=NC2=CC=C(C=C2C1=O)F)C=CN(C)C (3-(2-chloro-pyridin-3-yl)-6-fluoro-2-(2-dimethylamino-vinyl)-3,4-dihydro-quinazolin-4-one). The yield is 87.3%. RXN SMILES: [Cl:1][C:2]1[C:7]([N:8]2[C:17](=[O:18])[C:16]3[C:11](=[CH:12][CH:13]=[C:14]([F:19])[CH:15]=3)[N:10]=[C:9]2[CH3:20])=[CH:6][CH:5]=[CH:4][N:3]=1.CO[CH:23](OC)[N:24]([CH3:26])[CH3:25]>CN(C)C=O>[Cl:1][C:2]1[C:7]([N:8]2[C:17](=[O:18])[C:16]3[C:11](=[CH:12][CH:13]=[C:14]([F:19])[CH:15]=3)[N:10]=[C:9]2[CH:20]=[CH:23][N:24]([CH3:26])[CH3:25])=[CH:6][CH:5]=[CH:4][N:3]=1. Procedure details: A mixture of 3-(2chloro-pyridin-3-yl)-6-fluoro-2-methyl-3,4-dihydro-quinazolin-4-one (3.5 g, 12.0 mmol) and dimethylformamide dimethyl acetal (3.2 mL, 24 mmol) in dimethylformamide (12 mL) was refluxed for 24 hours. The reaction was cooled to ambient temperature and concentrated at reduced pressure to afford an orange solid. The solid was triturated with ethanol and the yellow crystalline solid was collected and dried to give 3.61 g (87%) of 3-(2-chloro-pyridin-3-yl)-6-fluoro-2-(2-dimethylamino-... Reactants: Cl.ClCCN1CCOCC1 (4-(2-chloroethyl)morpholinehydrochloride), C([O-])([O-])=O.[K+].[K+] (potassium carbonate), CN1N=CC(=C1)C1=CN=C2C(=N1)N(N=N2)C[C@H]2OCCN(C2)C2=NC=C(C=N2)O ((S)-2-(2-((6-(1-methyl-1H-pyrazol-4-yl)-1H-[1,2,3]triazolo[4,5-b]pyrazin-1-yl)methyl)morpholino)pyrimidin-5-ol). The solvent is CN(C)C=O (DMF). Conditions: temperature 80 celsius, time 8 hour. Product: CN1N=CC(=C1)C1=CN=C2C(=N1)N(N=N2)C[C@@H]2CN(CCO2)C2=NC=C(C=N2)OCCN2CCOCC2 ((S)-2-((6-(1-methyl-1H-pyrazol-4-yl)-1H-[1,2,3]triazolo[4,5-b]pyrazin-1-yl)methyl)-4-(5-(2-morpholinoethoxy)pyrimidin-2-yl)morpholine). Yield: 14.9%. RXN SMILES: [CH3:1][N:2]1[CH:6]=[C:5]([C:7]2[N:12]=[C:11]3[N:13]([CH2:16][C@@H:17]4[CH2:22][N:21]([C:23]5[N:28]=[CH:27][C:26]([OH:29])=[CH:25][N:24]=5)[CH2:20][CH2:19][O:18]4)[N:14]=[N:15][C:10]3=[N:9][CH:8]=2)[CH:4]=[N:3]1.Cl.Cl[CH2:32][CH2:33][N:34]1[CH2:39][CH2:38][O:37][CH2:36][CH2:35]1.C(=O)([O-])[O-].[K+].[K+]>CN(C=O)C>[CH3:1][N:2]1[CH:6]=[C:5]([C:7]2[N:12]=[C:11]3[N:13]([CH2:16][C@H:17]4[O:18][CH2:19][CH2:20][N:21]([C:23]5[N:24]=[CH:25][C:26]([O:29][CH2:32][CH2:33][N:34]6[CH2:39][CH2:38][O:37][CH2:36][CH2:35]6)=[CH:27][N:28]=5)[CH2:22]4)[N:14]=[N:15][C:10]3=[N:9][CH:8]=2)[CH:4]=[N:3]1 |f:1.2,3.4.5|. Procedure details: (S)-2-(2-((6-(1-methyl-1H-pyrazol-4-yl)-1H-[1,2,3]triazolo[4,5-b]pyrazin-1-yl)methyl)morpholino)pyrimidin-5-ol 26 mg (0.066 mmol) was dissolved in DMF 2 ml, and 4-(2-chloroethyl)morpholinehydrochloride 14.8 mg (0.079 mmol) and potassium carbonate 28 mg (0.19 mmol) were added, followed by stirring at 80° C. overnight. After the completion of the reaction, the reaction mixture was extracted with H2O, EA, and brine, followed by drying (Na2SO4), filtration, and concentration under reduced pressure, ...